From a dataset of the Open Reaction Database (ORD), a public repository of structured organic reaction records. describe an organic reaction: reactants, conditions, products, and yield Starting materials: BrC1=C2C=3CCC(CC3NC2=C(C=C1F)C(=O)O)C(=O)OCC (5-bromo-2-(ethoxycarbonyl)-6-fluoro-2,3,4,9-tetrahydro-1H-carbazole-8-carboxylic acid), C(CCl)Cl (EDC), C=1C=CC2=C(C1)N=NN2O (HOBT), [OH-].[NH4+] (Ammonium hydroxide). The solvent is C1CCOC1 (THF), C(Cl)Cl (DCM), CCOC(=O)C (EtOAc). Conditions: time 20 minute. Yields the product BrC1=C2C=3CCC(CC3NC2=C(C=C1F)C(N)=O)C(=O)OCC (ethyl 5-bromo-8-carbamoyl-6-fluoro-2,3,4,9-tetrahydro-1H-carbazole-2-carboxylate). Yield: 84.1%. As a reaction SMILES: [Br:1][C:2]1[C:14]([F:15])=[CH:13][C:12]([C:16](O)=[O:17])=[C:11]2[C:3]=1[C:4]1[CH2:5][CH2:6][CH:7]([C:19]([O:21][CH2:22][CH3:23])=[O:20])[CH2:8][C:9]=1[NH:10]2.C(Cl)CCl.C1C=CC2N(O)N=[N:34]C=2C=1.[OH-].[NH4+]>C1COCC1.C(Cl)Cl.CCOC(C)=O>[Br:1][C:2]1[C:14]([F:15])=[CH:13][C:12]([C:16](=[O:17])[NH2:34])=[C:11]2[C:3]=1[C:4]1[CH2:5][CH2:6][CH:7]([C:19]([O:21][CH2:22][CH3:23])=[O:20])[CH2:8][C:9]=1[NH:10]2 |f:3.4|. Procedure details: A mixture of 5-bromo-2-(ethoxycarbonyl)-6-fluoro-2,3,4,9-tetrahydro-1H-carbazole-8-carboxylic acid (0.513 g, 1.34 mmol), EDC (0.384 g, 2.00 mmol), and HOBT (0.307 g, 2.00 mmol) in THF (10 mL) and DCM (1.65 mL) was stirred at room temperature for 20 min. Ammonium hydroxide (0.078 mL, 2.00 mmol) was added, and the mixture was stirred at room temperature for 60 min. The mixture was diluted with EtOAc and washed twice with saturated aqueous of NaHCO3, then with brine. The aqueous layers were extract... The reactants are ClCC=1C=NC=C(C1)C1=CC=CC=C1 (3-chloromethyl-5-phenylpyridine), CC=1C=NC=C(C1)C1=CC=CC=C1 (3-methyl-5-phenylpyridine), C1(=CC=CC=C1)N1CCNCC1 (1-phenylpiperazine). Solvent: C(C)#N (acetonitrile). Conditions: time 6 hour. The product is C1(=CC=CC=C1)N1CCN(CC1)CC=1C=NC=C(C1)C1=CC=CC=C1 (1-phenyl-4-[(5-phenyl-3-pyridyl)methyl]piperazine). As a reaction SMILES: Cl[CH2:2][C:3]1[CH:4]=[N:5][CH:6]=[C:7]([C:9]2[CH:14]=[CH:13][CH:12]=[CH:11][CH:10]=2)[CH:8]=1.CC1C=NC=C(C2C=CC=CC=2)C=1.[C:28]1([N:34]2[CH2:39][CH2:38][NH:37][CH2:36][CH2:35]2)[CH:33]=[CH:32][CH:31]=[CH:30][CH:29]=1>C(#N)C>[C:28]1([N:34]2[CH2:39][CH2:38][N:37]([CH2:2][C:3]3[CH:4]=[N:5][CH:6]=[C:7]([C:9]4[CH:14]=[CH:13][CH:12]=[CH:11][CH:10]=4)[CH:8]=3)[CH2:36][CH2:35]2)[CH:33]=[CH:32][CH:31]=[CH:30][CH:29]=1. Reported procedure: 2.04 g of 3-chloromethyl-5-phenylpyridine (“A”) [obtainable for example by radical chlorination of 3-methyl-5-phenylpyridine] and 1.62 g of 1-phenylpiperazine are dissolved in 200 ml of acetonitrile and the mixture is stirred for six hours at room temperature. After customary work-up, 1-phenyl-4-[(5-phenyl-3-pyridyl)methyl]piperazine, m.p. 83-85°, is obtained. Starting materials: O=C(C=1C=CC=CC1C)N(C(C)C)C(C)C. The reagents and catalysts are O1B(OC(C)(C)C1(C)C)B2OC(C)(C)C(O2)(C)C, O=C1C=CC=2C=CC=C(C3=CN=C(C=C3)C=4N=CC=CC4)C2N1, C[OH2+].C[OH2+].C1CC=CCCC=C1.C1CC=CCCC=C1.[Ir].[Ir], [K].OC(C)(C)C. Solvent: O1CCCC1. Conditions: temperature 80 celsius, time 12 hour. Yields the product O=C(C1=CC(=CC=C1C)B2OC(C)(C)C(O2)(C)C)N(C(C)C)C(C)C. Isolated yield 82.0%. Reported procedure: In an argon filled glove box, a 5.0 mL wheaton microreactor was charged with [Ir(cod)(OMe)]2 (1.98 mg, 1.5 mol%), L1 ligand (2.1 mg, 3.5 mol%), B2pin2 (50.8 mg, 1.0 equiv.), KOtBu (1.0 mg, 4.5 mol%) and dry THF (1.0 mL). The reaction mixture was stirred for 2 minutes at room temperature. To this mixture, N,N-diisopropyl-2-methylbenzamide (43.9 mg, 0.2 mmol) was added. The microreactor was capped with a teflon pressure cap and placed into pre-heated aluminum block at 80 oC. The reaction mixture w... Reactants: CCOc1cc([N+](=O)[O-])c(NC(C)=O)cc1CC, CCO, [Cl-], [H-], [NH4+], [Na+]. Product: CCOc1cc([N+](=O)[O-])c(N)cc1CC. RXN SMILES: [CH2:1]([CH3:2])[O:3][c:4]1[cH:5][c:6]([N+:16](=[O:17])[O-:18])[c:7]([NH:12][C:13](=[O:14])[CH3:15])[cH:8][c:9]1[CH2:10][CH3:11].[CH3:23][CH2:24][OH:25].[Cl-:21].[H-:19].[NH4+:22].[Na+:20]>>[CH2:1]([CH3:2])[O:3][c:4]1[cH:5][c:6]([N+:16](=[O:17])[O-:18])[c:7]([NH2:12])[cH:8][c:9]1[CH2:10][CH3:11]. The reactants are C=CCN(CC=C)C(=O)C1CC(C)(C)NC(C)(C)C1, C=O, O=CO, [Na+], [OH-]. The product is C=CCN(CC=C)C(=O)C1CC(C)(C)N(C)C(C)(C)C1. RXN SMILES: [CH2:1]([CH:2]=[CH2:3])[N:4]([C:5](=[O:6])[CH:7]1[CH2:8][C:9]([CH3:15])([CH3:16])[NH:10][C:11]([CH3:13])([CH3:14])[CH2:12]1)[CH2:17][CH:18]=[CH2:19].[CH2:25]=[O:26].[CH:20]([OH:21])=[O:22].[Na+:24].[OH-:23]>>[CH2:1]([CH:2]=[CH2:3])[N:4]([C:5](=[O:6])[CH:7]1[CH2:8][C:9]([CH3:15])([CH3:16])[N:10]([CH3:20])[C:11]([CH3:13])([CH3:14])[CH2:12]1)[CH2:17][CH:18]=[CH2:19]. The reactants are CCOC(=O)c1cc(OS(=O)(=O)C(F)(F)F)c2ccccc2n1, CO, Cc1ccccc1, O. Product: O=Cc1cc(OS(=O)(=O)C(F)(F)F)c2ccccc2n1. As a reaction SMILES: [CH2:1]([O:3][C:4](=[O:2])[c:6]1[n:7][c:8]2[cH:9][cH:10][cH:11][cH:12][c:13]2[c:14]([O:16][S:17](=[O:18])(=[O:19])[C:20]([F:21])([F:22])[F:23])[cH:15]1)[CH3:5].[CH3:24][OH:25].[CH3:27][c:28]1[cH:29][cH:30][cH:31][cH:32][cH:33]1.[OH2:26]>>[O:3]=[CH:4][c:6]1[n:7][c:8]2[cH:9][cH:10][cH:11][cH:12][c:13]2[c:14]([O:16][S:17](=[O:18])(=[O:19])[C:20]([F:21])([F:22])[F:23])[cH:15]1.